From a dataset of the Open Reaction Database (ORD), a public repository of structured organic reaction records. describe an organic reaction: reactants, conditions, products, and yield Reactants: BrC=1C=C2C=CNC2=CC1 (5-Bromo-1H-indole), CN1CCC(CC1)=O (1-methyl-4-piperidone), N1CCCC1 (pyrrolidine). The solvent is C(C)O (ethanol). Product: BrC=1C=C2C(=CNC2=CC1)C=1CCN(CC1)C (5-Bromo-3-(1-methyl-1,2,3,6-tetrahydro-4-pyridinyl)-1H-indole). Yield: 75.6%. As a reaction SMILES: [Br:1][C:2]1[CH:3]=[C:4]2[C:8](=[CH:9][CH:10]=1)[NH:7][CH:6]=[CH:5]2.[CH3:11][N:12]1[CH2:17][CH2:16][C:15](=O)[CH2:14][CH2:13]1.N1CCCC1>C(O)C>[Br:1][C:2]1[CH:3]=[C:4]2[C:8](=[CH:9][CH:10]=1)[NH:7][CH:6]=[C:5]2[C:15]1[CH2:16][CH2:17][N:12]([CH3:11])[CH2:13][CH:14]=1. Procedure details: 5-Bromo-1H-indole (4.31 g, 22 mmol), 1-methyl-4-piperidone (2.46 mL, 20 mmol) and pyrrolidine (17 mL, 200 mmol) were mixed in ethanol (30 mL) and refluxed for 72 hours. The mixture was cooled to room temperature and the resulting solid, collected by filtration, washed with methanol and dried to provide the title compound as a white solid (4.40 g, 76%). mp>230° C., dec. Reactants: N1C=NC=C1 (imidazole), C1(=CC=CC=C1)P(C1=CC=CC=C1)C1=CC=CC=C1 (triphenylphosphine), II (iodine), C1(=CC=CC=C1)CCOCCCO (3-(2-phenylethoxy)-1-propanol). Solvent: C(C)#N (acetonitrile), C1(=CC=CC=C1)C (toluene), CCOCC (Et2O). Reaction conditions: temperature 50 celsius. Product: ICCCOCCC1=CC=CC=C1 (1-iodo-3-(2-phenylethoxy)propane). Reaction SMILES: [C:1]1([CH2:7][CH2:8][O:9][CH2:10][CH2:11][CH2:12]O)[CH:6]=[CH:5][CH:4]=[CH:3][CH:2]=1.N1C=CN=C1.C1(P(C2C=CC=CC=2)C2C=CC=CC=2)C=CC=CC=1.[I:38]I>C1(C)C=CC=CC=1.CCOCC.C(#N)C>[I:38][CH2:12][CH2:11][CH2:10][O:9][CH2:8][CH2:7][C:1]1[CH:6]=[CH:5][CH:4]=[CH:3][CH:2]=1. Reported procedure: To 3-(2-phenylethoxy)-1-propanol (2 g; 11 mmol) dissolved in toluene (50 ml), acetonitrile (50 ml), imidazole (2.2 g; 33 mmol) and triphenylphosphine (2.8 g; 11 mmol) is added iodine (2.8 g; 11 mmol). The reaction mixture is heated for 1 hour at 50° C., then it is cooled, diluted with Et2O, washed with 1N HCl, NaS2O3 solution, NaHCO3 and brine, dried (MgSO4) and concentrated in vacuo to dryness. The residue is purified by column chromatography using 10% ether/90% petroleum ether to obtain 1-iodo... Starting materials: ClC1=NC2=CC=CC=C2C(=N1)NC1CCN(CC1)CC1=C(C=CC=C1OC)N(C)C (2-Chloro-N-(1-(2-(dimethylamino)-6-methoxybenzyl)piperidin-4-yl)quinazolin-4-amine), N1CC(CCC1)C(=O)N (piperidine-3-carboxamide). Run in O1CCOCC1 (1,4-dioxane). Yields the product CN(C1=C(CN2CCC(CC2)NC2=NC(=NC3=CC=CC=C23)N2CC(CCC2)C(=O)N)C(=CC=C1)OC)C (1-(4-(1-(2-(Dimethylamino)-6-methoxybenzyl)piperidin-4-ylamino)quinazolin-2-yl)piperidine-3-carboxamide). As a reaction SMILES: Cl[C:2]1[N:11]=[C:10]([NH:12][CH:13]2[CH2:18][CH2:17][N:16]([CH2:19][C:20]3[C:25]([O:26][CH3:27])=[CH:24][CH:23]=[CH:22][C:21]=3[N:28]([CH3:30])[CH3:29])[CH2:15][CH2:14]2)[C:9]2[C:4](=[CH:5][CH:6]=[CH:7][CH:8]=2)[N:3]=1.[NH:31]1[CH2:36][CH2:35][CH2:34][CH:33]([C:37]([NH2:39])=[O:38])[CH2:32]1>O1CCOCC1>[CH3:29][N:28]([CH3:30])[C:21]1[CH:22]=[CH:23][CH:24]=[C:25]([O:26][CH3:27])[C:20]=1[CH2:19][N:16]1[CH2:17][CH2:18][CH:13]([NH:12][C:10]2[C:9]3[C:4](=[CH:5][CH:6]=[CH:7][CH:8]=3)[N:3]=[C:2]([N:31]3[CH2:36][CH2:35][CH2:34][CH:33]([C:37]([NH2:39])=[O:38])[CH2:32]3)[N:11]=2)[CH2:14][CH2:15]1. Procedure: Compound 47 (50 mg, 0.12 mmol) and piperidine-3-carboxamide (45 mg, 0.36 mmol) in 1,4-dioxane (5 mL) were heated to 117° C. for 24 h in a sealed tube. The product (AGN-219171) was purified by basic alumina flash column chromatography using 3% MeOH and 97% CH2Cl2 solution as eluent. Reactants: C=CCOCCn1c(C(=O)C2CCNCC2)nc2ccccc21, COc1cc(C(=O)N2CCC(CCS(C)(=O)=O)(c3ccccc3)C2)cc(OC)c1OC. Yields the product C=CCOCCn1c(C(=O)C2CCN(CCC3(c4ccccc4)CCN(C(=O)c4cc(OC)c(OC)c(OC)c4)C3)CC2)nc2ccccc21. Reaction SMILES: [CH2:32]([CH:33]=[CH2:34])[O:35][CH2:36][CH2:37][n:38]1[c:39]([C:47](=[O:48])[CH:49]2[CH2:50][CH2:51][NH:52][CH2:53][CH2:54]2)[n:40][c:41]2[c:42]1[cH:43][cH:44][cH:45][cH:46]2.[CH3:1][O:2][c:3]1[cH:4][c:5]([C:6](=[O:7])[N:8]2[CH2:9][C:10]([CH2:13][CH2:14][S:15]([CH3:16])(=[O:17])=[O:18])([c:19]3[cH:20][cH:21][cH:22][cH:23][cH:24]3)[CH2:11][CH2:12]2)[cH:25][c:26]([O:30][CH3:31])[c:27]1[O:28][CH3:29]>>[CH3:1][O:2][c:3]1[cH:4][c:5]([C:6](=[O:7])[N:8]2[CH2:9][C:10]([CH2:13][CH2:14][N:52]3[CH2:51][CH2:50][CH:49]([C:47]([c:39]4[n:38]([CH2:37][CH2:36][O:35][CH2:32][CH:33]=[CH2:34])[c:42]5[c:41]([n:40]4)[cH:46][cH:45][cH:44][cH:43]5)=[O:48])[CH2:54][CH2:53]3)([c:19]3[cH:20][cH:21][cH:22][cH:23][cH:24]3)[CH2:11][CH2:12]2)[cH:25][c:26]([O:30][CH3:31])[c:27]1[O:28][CH3:29]. Reactants: O1CCOC12CC=C(CC2)C2=C(NC1=CC=CC=C21)C (3-(1,4-dioxa-spiro[4,5]dec-7-en-8-yl)-2-methyl-1H-indole). The reagents and catalysts are [Pd] (palladium on carbon). Solvent: C(C)O (ethanol). Conditions: time 3 hour. Product: O1CCOC12CCC(CC2)C2=C(NC1=CC=CC=C21)C (3-(1,4-Dioxa-spiro[4,5]dec-8-yl)-2-methyl-1H-indole). Isolated yield 96.9%. Reaction SMILES: [O:1]1[C:5]2([CH2:10][CH2:9][C:8]([C:11]3[C:19]4[C:14](=[CH:15][CH:16]=[CH:17][CH:18]=4)[NH:13][C:12]=3[CH3:20])=[CH:7][CH2:6]2)[O:4][CH2:3][CH2:2]1>[Pd].C(O)C>[O:4]1[C:5]2([CH2:6][CH2:7][CH:8]([C:11]3[C:19]4[C:14](=[CH:15][CH:16]=[CH:17][CH:18]=4)[NH:13][C:12]=3[CH3:20])[CH2:9][CH2:10]2)[O:1][CH2:2][CH2:3]1. Procedure: A mixture of 3-(1,4-dioxa-spiro[4,5]dec-7-en-8-yl)-2-methyl-1H-indole (2.39 g, 8.9 mmol) and 10% palladium on carbon (0.35 g) in ethanol (80 ml) was hydrogenated for 3 hours. The catalyst was filtered off and then a solution of methylene-methanol (80 ml) was used to dissolve any solids within the celite. The solvent removed under vacuum to afford 2.34 g (97%) of product as an off-white solid, which was triturated with ethyl ether (40 ml) to afford a white solid: mp 166-168° C. The mother liquor ... Reactants: [Cl-].[Na+] (sodium chloride), ClC1=C(C=O)C=CC(=C1)Cl (2,4-dichlorobenzaldehyde), CC1(OC(=CC1=O)C)C (2,2,5-trimethyl-3(2H)-furanone), [OH-].[Na+] (sodium hydroxide). Solvent: C(C)O (ethanol). Conditions: temperature 60 celsius. Product: ClC1=C(C=CC(=C1)Cl)C=CC1=CC(C(O1)(C)C)=O (5-[2-(2,4-Dichlorophenyl)ethenyl]-2,2-dimethyl-3(2H)-furanone). Isolated yield 69.9%. RXN SMILES: [Cl:1][C:2]1[CH:9]=[C:8]([Cl:10])[CH:7]=[CH:6][C:3]=1[CH:4]=O.[CH3:11][C:12]1([CH3:19])[C:16](=[O:17])[CH:15]=[C:14]([CH3:18])[O:13]1.[OH-].[Na+].[Cl-].[Na+]>C(O)C>[Cl:1][C:2]1[CH:9]=[C:8]([Cl:10])[CH:7]=[CH:6][C:3]=1[CH:4]=[CH:18][C:14]1[O:13][C:12]([CH3:19])([CH3:11])[C:16](=[O:17])[CH:15]=1 |f:2.3,4.5|. Procedure details: To a solution of 2,4-dichlorobenzaldehyde (2.3 g, 13.2 mM) and 2,2,5-trimethyl-3(2H)-furanone (2.0 g, 15.9 mM) in ethanol (100 mL), was added 1N aqueous sodium hydroxide (1.6 mL, 1.6 mM). The reaction solution was heated at 60° C. for 4 hours. After the reaction solution was cooled, saturated aqueous sodium chloride (400 mL) was added. The aqueous layer was extracted with diethyl ether (3×100 mL). The combined ethereal extracts were washed with saturated aqueous sodium chloride (50 mL), dried ov... Starting materials: OO (Hydrogen peroxide), O.O.C(CC(O)(C(=O)[O-])CC(=O)[O-])(=O)[O-].[Na+].[Na+].[Na+] (trisodium citrate dihydrate), C([O-])(O)=O.[Na+] (sodium bicarbonate), C(C(=O)C)(=O)OCC (ethyl pyruvate), C(C)C1=NC=2C(=NC=CC2C)N1 (2-ethyl-7-methyl-3H-imidazo[4,5-b]pyridine). The reagents and catalysts are O.O.O.O.O.O.O.S(=O)(=O)([O-])[O-].[Fe+2] (iron (II) sulphate heptahydrate). The solvent is O (water), O (water), S(O)(O)(=O)=O (sulphuric acid). The product is C(C)C1=NC=2C(=NC(=CC2C)C(=O)OCC)N1 (Ethyl 2-ethyl-7-methyl-3H-imidazo[4,5-b]pyridine-5-carboxylate). As a reaction SMILES: OO.[C:3]([O:8][CH2:9][CH3:10])(=[O:7])[C:4]([CH3:6])=O.[CH2:11]([C:13]1[NH:22][C:16]2=[N:17]C=[CH:19][C:20](C)=[C:15]2[N:14]=1)[CH3:12].O.O.C([O-])(=O)CC(CC([O-])=O)(C([O-])=O)O.[Na+].[Na+].[Na+].C(=O)(O)[O-].[Na+]>O.S(=O)(=O)(O)O.O.O.O.O.O.O.O.S([O-])([O-])(=O)=O.[Fe+2]>[CH2:11]([C:13]1[NH:22][C:16]2=[N:17][C:4]([C:3]([O:8][CH2:9][CH3:10])=[O:7])=[CH:6][C:20]([CH3:19])=[C:15]2[N:14]=1)[CH3:12] |f:3.4.5.6.7.8,9.10,13.14.15.16.17.18.19.20.21|. Reported procedure: Hydrogen peroxide (30% w/w in water; 14 ml) was added dropwise to stirred and cooled (-10° C.) ethyl pyruvate (22 ml). This mixture and a solution of iron (II) sulphate heptahydrate (37.5 g) in water (45 ml) were added simultaneously, dropwise into a stirred and cooled (-10° C.) solution of 2-ethyl-7-methyl-3H-imidazo[4,5-b]pyridine (7.1 g) in water (23 ml) and concentrated sulphuric acid (7.5 ml). The mixture was then poured onto ice and trisodium citrate dihydrate (40 g) was added. The mixture... Starting materials: Cl (HCl), CN1N=NN=C1SCCCC#N (1-methyl-5-(3-cyanopropyl)thio-1,2,3,4-tetrazole), O1CCCC1 (tetrahydrofuran), [Mg] (magnesium), C(C)C1=CC=C(C=C1)Br (4-ethyl-1-bromobenzene), O1CCCC1 (tetrahydrofuran). Reaction SMILES: [Mg:1].C(C1C=CC([Br:10])=CC=1)C.CN1C(S[CH2:18][CH2:19][CH2:20][C:21]#N)=NN=N1.Cl.O1[CH2:28][CH2:27][CH2:26][CH2:25]1>O>[CH2:19]([C:20]1[CH:21]=[CH:28][C:27]([Mg:1][Br:10])=[CH:26][CH:25]=1)[CH3:18]. Solvent: O (water). Procedure: 4-Ethylphenylmagnesium bromide is prepared from magnesium (0.25 g), 4-ethyl-1-bromobenzene (2.6 g) and dried tetrahydrofuran (10 ml). To the product is added dropwise a solution of 1-methyl-5-(3-cyanopropyl)thio-1,2,3,4-tetrazole (1.8 g) in dried tetrahydrofuran (10 ml) with stirring under ice-cooling. After the solution is added, the mixture is stirred at room temperature for 3 hours. To the mixture is added 1 N-HCl (50 ml) under ice-cooling and the mixture is stirred for 1 hour. The reaction m... The product is C(C)C1=CC=C(C=C1)[Mg]Br (4-Ethylphenylmagnesium bromide). Starting materials: C(C(C)C)(=O)OCC(=O)COC(C(C)C)=O (1,3-diisobutyryloxyacetone), S(O)(O)(=O)=O (sulfuric acid), FC1=C(C=CC(=C1)F)Br (2,4-difluorobromobenzene), [Mg] (magnesium). Run in C1CCOC1 (THF), C1CCOC1 (THF), C1CCOC1 (THF). Reaction conditions: time 1 hour. The product is C(C(C)C)(=O)OCC(COC(C(C)C)=O)(O)C1=C(C=C(C=C1)F)F (1,3-diisobutyryloxy-2-(2,4-difluorophenyl)-2-propanol). The yield is 84.6%. Reaction SMILES: [Mg].[F:2][C:3]1[CH:8]=[C:7]([F:9])[CH:6]=[CH:5][C:4]=1Br.[C:11]([O:16][CH2:17][C:18]([CH2:20][O:21][C:22](=[O:26])[CH:23]([CH3:25])[CH3:24])=[O:19])(=[O:15])[CH:12]([CH3:14])[CH3:13].S(=O)(=O)(O)O>C1COCC1>[C:11]([O:16][CH2:17][C:18]([C:4]1[CH:5]=[CH:6][C:7]([F:9])=[CH:8][C:3]=1[F:2])([OH:19])[CH2:20][O:21][C:22](=[O:26])[CH:23]([CH3:25])[CH3:24])(=[O:15])[CH:12]([CH3:14])[CH3:13]. Procedure details: Under an atmosphere of argon, 5 ml of THF was slowly added to 925 mg of magnesium turnings, and then thereto was added dropwise 7 g of 2,4-difluorobromobenzene dissolved in 30 ml of THF with keeping the temperature at 20° C. After the reaction mixture was stirred for 1 hour with keeping the temperature at 20° C., 7.9 g of 1,3-diisobutyryloxyacetone dissolved in 10 ml of THF was added dropwise thereto with keeping the temperature at 0° C. After the dropping, the reaction mixture was stirred for 4...